Dataset: the Open Reaction Database (ORD), a public repository of structured organic reaction records. Task: describe an organic reaction: reactants, conditions, products, and yield Starting materials: CC#CCn1c(Oc2cc(C)cc(C)c2)c(C(C)C)c(=O)[nH]c1=O, CO, [Pd]. Yields the product CC=CCn1c(Oc2cc(C)cc(C)c2)c(C(C)C)c(=O)[nH]c1=O. RXN SMILES: [CH2:1]([C:2]#[C:3][CH3:4])[n:5]1[c:6](=[O:24])[nH:7][c:8](=[O:23])[c:9]([CH:20]([CH3:21])[CH3:22])[c:10]1[O:11][c:12]1[cH:13][c:14]([CH3:19])[cH:15][c:16]([CH3:18])[cH:17]1.[CH3:25][OH:26].[Pd:27]>>[CH2:1]([CH:2]=[CH:3][CH3:4])[n:5]1[c:6](=[O:24])[nH:7][c:8](=[O:23])[c:9]([CH:20]([CH3:21])[CH3:22])[c:10]1[O:11][c:12]1[cH:13][c:14]([CH3:19])[cH:15][c:16]([CH3:18])[cH:17]1. Starting materials: ClC=1C(=NNC1C(F)(F)F)C (4-Chloro-3-methyl-5-trifluoromethyl-1H-pyrazole), C([O-])([O-])=O.[K+].[K+] (potassium carbonate), COC(C(C1=CC(=CC=C1)OC)Br)=O (Bromo-(3-methoxy-phenyl)-acetic acid methyl ester). Run in CC#N (CH3CN), CC#N (CH3CN). Conditions: time 1 hour. Product: C(C)OC(C(C1=CC(=CC=C1)OC)N1N=C(C(=C1C)Cl)C(F)(F)F)=O ((4-Chloro-5-methyl-3-trifluoromethyl-pyrazol-1-yl)-(3-methoxy-phenyl)-acetic acid ethyl ester). RXN SMILES: [Cl:1][C:2]1[C:3]([CH3:11])=[N:4][NH:5][C:6]=1[C:7]([F:10])([F:9])[F:8].[C:12](=O)([O-])[O-].[K+].[K+].[CH3:18][O:19][C:20](=[O:31])[CH:21](Br)[C:22]1[CH:27]=[CH:26][CH:25]=[C:24]([O:28][CH3:29])[CH:23]=1>CC#N>[CH2:18]([O:19][C:20](=[O:31])[CH:21]([N:4]1[C:3]([CH3:11])=[C:2]([Cl:1])[C:6]([C:7]([F:9])([F:10])[F:8])=[N:5]1)[C:22]1[CH:27]=[CH:26][CH:25]=[C:24]([O:28][CH3:29])[CH:23]=1)[CH3:12] |f:1.2.3|. Procedure: 4-Chloro-3-methyl-5-trifluoromethyl-1H-pyrazole (610 mg, 3.3 mmol) was taken into dry CH3CN (15 ml), dry potassium carbonate (1.15 g) was added to this and the resulting mixture stirred at room temperature for 1 h under nitrogen. Bromo-(3-methoxy-phenyl)-acetic acid methyl ester (900 mg, 2.8 mmol) in CH3CN (5 ml) was then added to the mixture through a syringe. The reaction was then heated at reflux for 10 h, cooled and then filtered through a celite filter bed. The filtrate was concentrated to ...